This data is from the Open Reaction Database (ORD), a public repository of structured organic reaction records. The task is: describe an organic reaction: reactants, conditions, products, and yield Reactants: CC1(C(N2C(S1(=O)=O)CC2=O)C(=O)[O-])C.[Na+] (sodium 1,1-dioxopenicillanate), C(CCCCC(=O)OCCl)(=O)OCC1=CC=CC=C1 (benzyl chloromethyl adipate), O (water). The reagents and catalysts are [Br-].C(CCC)[N+](CCCC)(CCCC)CCCC (tetrabutylammonium bromide), [Pd] (Pd/C), fresh catalyst. The solvent is CC(=O)C (acetone), C(C)(=O)OCC (ethyl acetate), CC(=O)C (acetone). Reaction conditions: time 1 hour. Yields the product O.C(CCCCC(=O)O)(=O)O (Adipic Acid Hydrate). Yield: 208.6%. Reaction SMILES: CC1(C)S(=O)(=[O:7])C2CC(=O)N2C1C([O-])=O.[Na+].[C:17]([O:28]CC1C=CC=CC=1)(=[O:27])[CH2:18][CH2:19][CH2:20][CH2:21][C:22]([O:24]CCl)=[O:23].O>[Br-].C([N+](CCCC)(CCCC)CCCC)CCC.C(OCC)(=O)C.CC(C)=O.[Pd]>[OH2:7].[C:17]([OH:28])(=[O:27])[CH2:18][CH2:19][CH2:20][CH2:21][C:22]([OH:24])=[O:23] |f:0.1,4.5,9.10|. Procedure details: To 400 ml acetone is added 48.5 g (0.19 mole) sodium 1,1-dioxopenicillanate, 48.0 g (0.17 mole) benzyl chloromethyl adipate and 19.3 g (0.06 mole) tetrabutylammonium bromide. The mixture is heated at reflux under nitrogen overnight, filtered, washed with acetone and the filtrate evaporated. The residue is taken up in 500 ml ethyl acetate, washed alternately with brine and water, 250 ml portions, brine again and dried (MgSO4). Evaporation of solvent in vacuo afforded 89.6 g light yellow oil. The ...